From a dataset of the Open Reaction Database (ORD), a public repository of structured organic reaction records. describe an organic reaction: reactants, conditions, products, and yield Starting materials: NC(=O)NCCC1=CC=C(C=C1)C1=CC(=NN1C1=CC=C(C=C1)OC)C(=O)N(C)OC (5-(4-{2-[(aminocarbonyl)-amino]ethyl}phenyl)-N-methoxy-1-(4-methoxyphenyl)-N-methyl-1H-pyrazole-3-carboxamide), C1(CC1)[Mg]Br (cyclopropylmagnesium bromide), C1(CC1)Br (cyclopropyl bromide), [Mg] (magnesium). Solvent: C1CCOC1 (THF), C1CCOC1 (THF). Reaction conditions: temperature 50 celsius, time 5 hour. Yields the product C1(CC1)C(=O)C1=NN(C(=C1)C1=CC=C(C=C1)CCNC(=O)N)C1=CC=C(C=C1)OC (N-(2-{4-[3-(cyclopropylcarbonyl)-1-(4-methoxyphenyl)-1H-pyrazol-5-yl]phenyl}ethyl)urea). Reaction SMILES: [CH:1]1([Mg]Br)[CH2:3][CH2:2]1.C1(Br)CC1.[Mg].[NH2:11][C:12]([NH:14][CH2:15][CH2:16][C:17]1[CH:22]=[CH:21][C:20]([C:23]2[N:27]([C:28]3[CH:33]=[CH:32][C:31]([O:34][CH3:35])=[CH:30][CH:29]=3)[N:26]=[C:25]([C:36](N(OC)C)=[O:37])[CH:24]=2)=[CH:19][CH:18]=1)=[O:13]>C1COCC1>[CH:1]1([C:36]([C:25]2[CH:24]=[C:23]([C:20]3[CH:21]=[CH:22][C:17]([CH2:16][CH2:15][NH:14][C:12]([NH2:11])=[O:13])=[CH:18][CH:19]=3)[N:27]([C:28]3[CH:29]=[CH:30][C:31]([O:34][CH3:35])=[CH:32][CH:33]=3)[N:26]=2)=[O:37])[CH2:3][CH2:2]1. Reported procedure: To a solution of cyclopropylmagnesium bromide, which was prepared from cyclopropyl bromide (257 ml) and magnesium (57 mg) in THF (1 ml) as usual method, was added a solution of 5-(4-{2-[(aminocarbonyl)-amino]ethyl}phenyl)-N-methoxy-1-(4-methoxyphenyl)-N-methyl-1H-pyrazole-3-carboxamide (90 mg) in THF (3 ml) dropwise at ambient temperature. The mixture was stirred at 50° C. for 5 hours. The reaction mixture was cooled to ambient temperature and was quenched by adding saturated aqueous ammonium ch... Reactants: ClN1C(CCC1=O)=O (N-chlorosuccinimide), C(#N)C=1C=C(C=CC1)C1=CC=C2C=CNC(C2=C1)=O (7-(3-cyanophenyl)isoquinolinone). Solvent: CC(=O)N(C)C (DMA), CC(=O)N(C)C (DMA). Yields the product ClC1=CNC(C2=CC(=CC=C12)C1=CC(=CC=C1)C#N)=O (4-chloro-7-(3-cyanophenyl)isoquinolinone). Yield: 80.9%. As a reaction SMILES: [Cl:1]N1C(=O)CCC1=O.[C:9]([C:11]1[CH:12]=[C:13]([C:17]2[CH:26]=[C:25]3[C:20]([CH:21]=[CH:22][NH:23][C:24]3=[O:27])=[CH:19][CH:18]=2)[CH:14]=[CH:15][CH:16]=1)#[N:10]>CC(N(C)C)=O>[Cl:1][C:21]1[C:20]2[C:25](=[CH:26][C:17]([C:13]3[CH:14]=[CH:15][CH:16]=[C:11]([C:9]#[N:10])[CH:12]=3)=[CH:18][CH:19]=2)[C:24](=[O:27])[NH:23][CH:22]=1. Procedure details: A solution of N-chlorosuccinimide (307 g, 2.3 mol) in DMA (1.2 L) was added to a stirred suspension of 7-(3-cyanophenyl)isoquinolinone (0.54 kg, 2.2 mol) in boiling DMA (3.9 L) over a period of 1 hour under N2. The mixture was heated at reflux overnight and cooled to room temperature. The solid was collected by filtration, washed with MeCN (1.0 L) and dried in vacuo at 50° C. to give 4-chloro-7-(3-cyanophenyl)isoquinolinone (0.5 kg, 1.78 mol, 81%) as an off white solid. Reactants: CC(=O)OC(C)=O, NNc1nnc(-c2ccccc2)c(-c2ccccc2)n1, C1COCCO1, O. The product is CC(=O)NNc1nnc(-c2ccccc2)c(-c2ccccc2)n1. Reaction SMILES: [CH3:21][C:22](=[O:23])[O:24][C:25](=[O:26])[CH3:27].[NH:1]([NH2:2])[c:3]1[n:4][n:5][c:6](-[c:15]2[cH:16][cH:17][cH:18][cH:19][cH:20]2)[c:7](-[c:9]2[cH:10][cH:11][cH:12][cH:13][cH:14]2)[n:8]1.[O:28]1[CH2:29][CH2:30][O:31][CH2:32][CH2:33]1.[OH2:34]>>[NH:1]([NH:2][C:22]([CH3:21])=[O:23])[c:3]1[n:4][n:5][c:6](-[c:15]2[cH:16][cH:17][cH:18][cH:19][cH:20]2)[c:7](-[c:9]2[cH:10][cH:11][cH:12][cH:13][cH:14]2)[n:8]1.